Dataset: the Open Reaction Database (ORD), a public repository of structured organic reaction records. Task: describe an organic reaction: reactants, conditions, products, and yield Starting materials: N[C@H](C(=O)N(CC(OCC)OCC)CC1=CC=CC=C1)C ((S)-2-amino-N-benzyl-N-(2,2-diethoxyethyl)propanamide), C(C1=CC=CC=C1)NC(NOCC(=O)O)=O (2-(3-benzylureidooxy)acetic acid), OC1=CC=CC=2NN=NC21 (hydroxybenzotriazol), C(C)N=C=NCCCN(C)C (1-ethyl-3-(3-dimethylaminopropyl)carbodiimide). The reagents and catalysts are CN(C1=CC=NC=C1)C (4-dimethylaminopyridine). Solvent: ClCCl (dichloromethane), ClCCl (dichloromethane). Run at time 0.5 hour. The product is C(C1=CC=CC=C1)N(C([C@H](C)NC(CONC(=O)NCC1=CC=CC=C1)=O)=O)CC(OCC)OCC ((S)—N-benzyl-2-(2-(3-benzylureidooxy)acetamido)-N-(2,2-diethoxyethyl)propanamide). Isolated yield 59.9%. Reaction SMILES: [CH2:1]([NH:8][C:9](=[O:16])[NH:10][O:11][CH2:12][C:13]([OH:15])=O)[C:2]1[CH:7]=[CH:6][CH:5]=[CH:4][CH:3]=1.OC1C2N=NNC=2C=CC=1.C(N=C=NCCCN(C)C)C.[NH2:38][C@@H:39]([CH3:58])[C:40]([N:42]([CH2:51][C:52]1[CH:57]=[CH:56][CH:55]=[CH:54][CH:53]=1)[CH2:43][CH:44]([O:48][CH2:49][CH3:50])[O:45][CH2:46][CH3:47])=[O:41]>ClCCl.CN(C)C1C=CN=CC=1>[CH2:51]([N:42]([CH2:43][CH:44]([O:45][CH2:46][CH3:47])[O:48][CH2:49][CH3:50])[C:40](=[O:41])[C@@H:39]([NH:38][C:13](=[O:15])[CH2:12][O:11][NH:10][C:9]([NH:8][CH2:1][C:2]1[CH:3]=[CH:4][CH:5]=[CH:6][CH:7]=1)=[O:16])[CH3:58])[C:52]1[CH:53]=[CH:54][CH:55]=[CH:56][CH:57]=1. Reported procedure: To a solution of 2-(3-benzylureidooxy)acetic acid (Compound VI-6) (53.8 mg, 0.24 mmol) and hydroxybenzotriazol (40.5 mg, 0.3 mmol) in dichloromethane (1 ml) were added 1-ethyl-3-(3-dimethylaminopropyl)carbodiimide (57.5 mg, 0.3 mmol) and 4-dimethylaminopyridine (2.4 mg, 0.02 mmol) and the mixture was stirred at room temperature for 0.5 hr. A solution of (S)-2-amino-N-benzyl-N-(2,2-diethoxyethyl)propanamide (Compound IV-19) (58.9 mg, 0.2 mmol) in dichloromethane (1 ml) was added to the reaction m... Starting materials: solution, C[Si](OC(=C)C=C)(C)C (2-(trimethylsilyloxy)-1,3-butadiene), [Al](CC)(CC)Cl (Et2AlCl), C=O (formaldehyde), S(=O)(=O)([O-])[O-].[Mg+2] (magnesium sulfate), BrC=1C=C(C(=C(N)C1)OC)C(C)(C)C (5-bromo-3-(tert-butyl)-2-methoxyaniline). The solvent is O (water), CCOCC (Et2O), C(Cl)Cl (methylene chloride). Conditions: temperature -70 celsius, time 4 hour. Yields the product BrC=1C=C(C(=C(C1)N1CCC(CC1)=O)OC)C(C)(C)C (1-[5-Bromo-3-(tert-butyl)-2-methoxyphenyl]-4-piperidinone). As a reaction SMILES: C=O.S([O-])([O-])(=O)=O.[Mg+2].[Br:9][C:10]1[CH:11]=[C:12]([C:19]([CH3:22])([CH3:21])[CH3:20])[C:13]([O:17][CH3:18])=[C:14]([CH:16]=1)[NH2:15].C[Si](C)(C)[O:25][C:26]([CH:28]=[CH2:29])=[CH2:27].[Al](Cl)(CC)[CH2:33]C>C(Cl)Cl.O.CCOCC>[Br:9][C:10]1[CH:11]=[C:12]([C:19]([CH3:22])([CH3:21])[CH3:20])[C:13]([O:17][CH3:18])=[C:14]([N:15]2[CH2:29][CH2:28][C:26](=[O:27])[CH2:25][CH2:33]2)[CH:16]=1 |f:1.2|. Procedure details: After adding a 37% formaldehyde aqueous solution (7.6 ml, 94 mmol) and anhydrous magnesium sulfate (43 g) in that order to a solution of 5-bromo-3-(tert-butyl)-2-methoxyaniline (22 g, 85 mmol) in methylene chloride (170 ml) at room temperature, the mixture was stirred at the same temperature for 4 hours. The reaction mixture was filtered through celite, and then washing was performed with methylene chloride (100 ml). The obtained filtrate was cooled to −70° C. and 2-(trimethylsilyloxy)-1,3-butad... The reactants are N#CCCCBr, O=C([O-])[O-], CN(C)C=O, [K+], [K+], O, Oc1cccc(CN2CCCCC2)c1. Product: N#CCCCOc1cccc(CN2CCCCC2)c1. Reaction SMILES: [Br:21][CH2:22][CH2:23][CH2:24][C:25]#[N:26].[C:15](=[O:16])([O-:17])[O-:18].[CH3:28][N:29]([CH3:30])[CH:31]=[O:32].[K+:19].[K+:20].[OH2:27].[OH:1][c:2]1[cH:3][c:4]([CH2:5][N:6]2[CH2:7][CH2:8][CH2:9][CH2:10][CH2:11]2)[cH:12][cH:13][cH:14]1>>[O:1]([c:2]1[cH:3][c:4]([CH2:5][N:6]2[CH2:7][CH2:8][CH2:9][CH2:10][CH2:11]2)[cH:12][cH:13][cH:14]1)[CH2:22][CH2:23][CH2:24][C:25]#[N:26]. Reactants: [N+](=O)([O-])C1=CC=C2C(=NNC2=C1)OC1=NNC2=CC(=CC=C12)[N+](=O)[O-] (6-nitro(indazol-3-yl)ether). The reagents and catalysts are [Pd] (Pd/C). Yields the product NC1=CC=C2C(=NNC2=C1)OC1=NNC2=CC(=CC=C12)N (6-amino(indazol-3-yl)ether). RXN SMILES: [N+:1]([C:4]1[CH:12]=[C:11]2[C:7]([C:8]([O:13][C:14]3[C:22]4[C:17](=[CH:18][C:19]([N+:23]([O-])=O)=[CH:20][CH:21]=4)[NH:16][N:15]=3)=[N:9][NH:10]2)=[CH:6][CH:5]=1)([O-])=O>[Pd]>[NH2:23][C:19]1[CH:18]=[C:17]2[C:22]([C:14]([O:13][C:8]3[C:7]4[C:11](=[CH:12][C:4]([NH2:1])=[CH:5][CH:6]=4)[NH:10][N:9]=3)=[N:15][NH:16]2)=[CH:21][CH:20]=1. Procedure: Indazolyl ethers 38 can be prepared by the procedure described in Scheme 13. 6-Nitro-1H-2-hydroindazol-3-one 37 is protected such as with Boc2O and DMAP in CH2Cl2 at a temperature of about RT, to give the protected 6-nitro-2-hydroindazol-3-one. The protected 6-nitro-2-hydroindazol-3-one is reacted with an alcohol (where Rx is an appropriate substituent selected from the possible substituents on R1) and Ph3P in a solvent, such as THF, and DEAD, at a temperature of about RT, to give the protected ... The reactants are S(=O)(Cl)Cl (thionyl chloride), C(CC)(N)=N (propanimidamide), monomethyl, product, ON=C(C(C)C1=CC2=CC=CC=C2C=C1)N (N'-hydroxy-2-(naphthalen-2-yl)propanimidamide), Cl.NO (hydroxylamine hydrochloride), [O-]CC.[Na+] (sodium ethoxide), O1S(NN=C1)=O (oxathiadiazole-2-oxide). Product: C1=C(C=CC2=CC=CC=C12)C(C)C=1NS(ON1)=O (4-[1-(2-Naphthalenyl)ethyl]-3H-1,2,3,5-oxathiadiazole-2-oxide). As a reaction SMILES: [OH:1][N:2]=[C:3]([NH2:16])[CH:4]([C:6]1[CH:15]=[CH:14][C:13]2[C:8](=[CH:9][CH:10]=[CH:11][CH:12]=2)[CH:7]=1)[CH3:5].Cl.NO.[O-]CC.[Na+].[O:24]1C=NN[S:25]1=O.S(Cl)(Cl)=O.C(=N)(N)CC>>[CH:7]1[C:8]2[C:13](=[CH:12][CH:11]=[CH:10][CH:9]=2)[CH:14]=[CH:15][C:6]=1[CH:4]([C:3]1[NH:16][S:25](=[O:24])[O:1][N:2]=1)[CH3:5] |f:1.2,3.4|. Reported procedure: The monomethyl compound (5.07 g) was converted to the N'-hydroxy-2-(naphthalen-2-yl)propanimidamide following the procedure of Example 1, with hydroxylamine hydrochloride and sodium ethoxide at reflux for three days. The product (4.18 g) was converted to the oxathiadiazole-2-oxide following the procedure of Example 1. The addition of thionyl chloride to the propanimidamide was performed at 0° C. over a thirty minute period. The crude product was purified by flash chromatography through a silica ... Yields the product CC(=O)OCCN1C(=O)C(NC(=O)C(N)Cc2ccccc2)N=C(c2ccccc2)c2ccccc21. RXN SMILES: [C:1]([CH3:2])(=[O:3])[O:4][CH2:5][CH2:6][N:7]1[C:8](=[O:43])[CH:9]([NH:24][C:25]([CH:26]([CH2:27][c:28]2[cH:29][cH:30][cH:31][cH:32][cH:33]2)[NH:34][C:35]([O:36][C:37]([CH3:38])([CH3:39])[CH3:40])=[O:41])=[O:42])[N:10]=[C:11]([c:18]2[cH:19][cH:20][cH:21][cH:22][cH:23]2)[c:12]2[c:13]1[cH:14][cH:15][cH:16][cH:17]2.[C:44]([O:45][CH2:46][CH2:47][N:48]1[c:49]2[cH:50][cH:51][cH:52][cH:53][c:54]2[C:55]([c:56]2[cH:57][cH:58][cH:59][cH:60][cH:61]2)=[N:62][CH:63]([NH:64][C:65](=[O:66])[CH:67]([NH:68][C:69]([O:70][C:71]([CH3:72])([CH3:73])[CH3:74])=[O:75])[CH2:76][c:77]2[cH:78][cH:79][cH:80][cH:81][cH:82]2)[C:83]1=[O:84])(=[O:85])[CH3:86].[CH3:88][CH2:89][O:90][C:91](=[O:92])[CH3:93].[ClH:87]>>[C:1]([CH3:2])(=[O:3])[O:4][CH2:5][CH2:6][N:7]1[C:8](=[O:43])[CH:9]([NH:24][C:25]([CH:26]([CH2:27][c:28]2[cH:29][cH:30][cH:31][cH:32][cH:33]2)[NH2:34])=[O:42])[N:10]=[C:11]([c:18]2[cH:19][cH:20][cH:21][cH:22][cH:23]2)[c:12]2[c:13]1[cH:14][cH:15][cH:16][cH:17]2. Starting materials: CC(=O)OCCN1C(=O)C(NC(=O)C(Cc2ccccc2)NC(=O)OC(C)(C)C)N=C(c2ccccc2)c2ccccc21, CC(=O)OCCN1C(=O)C(NC(=O)C(Cc2ccccc2)NC(=O)OC(C)(C)C)N=C(c2ccccc2)c2ccccc21, CCOC(C)=O, Cl. The reactants are C(C1=CC=CC=C1)OC(=O)NC1=CC=C(C=C1)CC(=O)O ((4-(((benzyloxy)carbonyl)amino)-phenyl)acetic acid), CCN=C=NCCCN(C)C (WSC), C=1C=CC2=C(C1)N=NN2O (HOBt), CNCCN(C)C (N,N,N-trimethylethylenediamine). Run in C(C)N(CC)CC (Triethylamine), C1CCOC1 (THF). Reaction conditions: time 8 hour. Product: CN(CCN(C(CC1=CC=C(C=C1)NC(OCC1=CC=CC=C1)=O)=O)C)C (Benzyl 4-(2-((2-(dimethylamino)ethyl)(methyl)amino)-2-oxoethyl)phenylcarbamate). The yield is 92.2%. Reaction SMILES: [CH2:1]([O:8][C:9]([NH:11][C:12]1[CH:17]=[CH:16][C:15]([CH2:18][C:19]([OH:21])=O)=[CH:14][CH:13]=1)=[O:10])[C:2]1[CH:7]=[CH:6][CH:5]=[CH:4][CH:3]=1.CCN=C=NCCCN(C)C.C1C=CC2N(O)N=NC=2C=1.[CH3:43][NH:44][CH2:45][CH2:46][N:47]([CH3:49])[CH3:48]>C1COCC1.C(N(CC)CC)C>[CH3:48][N:47]([CH3:49])[CH2:46][CH2:45][N:44]([CH3:43])[C:19](=[O:21])[CH2:18][C:15]1[CH:14]=[CH:13][C:12]([NH:11][C:9](=[O:10])[O:8][CH2:1][C:2]2[CH:3]=[CH:4][CH:5]=[CH:6][CH:7]=2)=[CH:17][CH:16]=1. Reported procedure: To a solution of (4-(((benzyloxy)carbonyl)amino)-phenyl)acetic acid (6 g) in THF (100 ml) were added WSC (4 G), HOBt (3 g), and N,N,N-trimethylethylenediamine (2.1 g) sequentially. Triethylamine (3 ml) was added to the reaction mixture. After stirring at room temperature overnight, the reaction mixture was extracted with ethyl acetate. The organic layer was washed with water, dried, and concentrated. The residue was recrystallized from IPE/ethyl acetate to obtain the titled compound (7 g).